From a dataset of the Open Reaction Database (ORD), a public repository of structured organic reaction records. describe an organic reaction: reactants, conditions, products, and yield Reactants: FC=1C=C2C(=CNC2=C(C1)CSC)C(C1=CC=C(C=C1)F)C1=C(C=C(C=C1)F)C (5-Fluoro-3-[(4-fluoro-2-methylphenyl)(4-fluorophenyl)methyl]-7-[(methylsulfanyl)methyl]-1H-indole), ClC1=CC=C(C=C1)C(C1=CNC2=C(C=CC=C12)CS(=O)C)C1=CC=C(C=C1)Cl (3-[Bis(4-chlorophenyl)methyl]-7-[(methylsulfinyl)methyl]-1H-indole). Product: FC=1C=C2C(=CNC2=C(C1)CS(=O)C)C(C1=CC=C(C=C1)F)C1=C(C=C(C=C1)F)C (5-Fluoro-3-[(4-fluoro-2-methylphenyl)(4-fluorophenyl)methyl]-7-[(methylsulfinyl)methyl]-1H-indole). As a reaction SMILES: [F:1][C:2]1[CH:3]=[C:4]2[C:8](=[C:9]([CH2:11][S:12][CH3:13])[CH:10]=1)[NH:7][CH:6]=[C:5]2[CH:14]([C:22]1[CH:27]=[CH:26][C:25]([F:28])=[CH:24][C:23]=1[CH3:29])[C:15]1[CH:20]=[CH:19][C:18]([F:21])=[CH:17][CH:16]=1.ClC1C=CC(C(C2C=CC(Cl)=CC=2)C2C3C(=C(CS(C)=[O:49])C=CC=3)NC=2)=CC=1>>[F:1][C:2]1[CH:3]=[C:4]2[C:8](=[C:9]([CH2:11][S:12]([CH3:13])=[O:49])[CH:10]=1)[NH:7][CH:6]=[C:5]2[CH:14]([C:22]1[CH:27]=[CH:26][C:25]([F:28])=[CH:24][C:23]=1[CH3:29])[C:15]1[CH:16]=[CH:17][C:18]([F:21])=[CH:19][CH:20]=1. Reported procedure: The title compound was prepared starting from 75 mg (0.18 mmol) of the compound from Example 292 in analogy to the synthesis of the compound from Example 296. 75 mg (96% of theory) of the target compound were obtained as mixture of diastereomers. The reactants are Cl.O.O.C=C1N2CCC(C1=O)CC2 (2-methylene-3-quinuclidinone dihydrate hydrochloride), C(=O)([O-])[O-].[K+].[K+] (K2CO3), C(Cl)Cl (CH2Cl2). The solvent is O (water). Conditions: time 3 day. Yields the product C=C1N2CCC(C1=O)CC2 (2-methylenequinuclidin3-one). The yield is 99.8%. Reaction SMILES: Cl.O.O.[CH2:4]=[C:5]1[C:10](=[O:11])[CH:9]2[CH2:12][CH2:13][N:6]1[CH2:7][CH2:8]2.C([O-])([O-])=O.[K+].[K+].C(Cl)Cl>O>[CH2:4]=[C:5]1[C:10](=[O:11])[CH:9]2[CH2:12][CH2:13][N:6]1[CH2:7][CH2:8]2 |f:0.1.2.3,4.5.6|. Reported procedure: A mixture of 2-methylene-3-quinuclidinone dihydrate hydrochloride (27.2 g, 0.13 mol, 1 eq) and K2CO3 (86.0 g, 0.62 mol, 4.8 eq) is dissolved in 130 mL water and 250 mL CH2Cl2 and stirred vigorously. After 3 days, the layers are separated and the aqueous layer is extracted with CH2Cl2. The combined organic layers are dried (MgSO4), filtered and concentrated to give 17.8 g (100%) of 2-methylenequinuclidin3-one as a yellow oil. MS (ESI) for C8H11NO m/z 138.1 (M+). The reactants are CC(=O)C=1C=CC(=CC1)O (4-hydroxyacetophenone), BrC(C(=O)OCC)(C)C (ethyl 2-bromoisobutyrate), C([O-])([O-])=O.[K+].[K+] (potassium carbonate), O=C(CSC1=CC(=C(C(=C1)C(C)(C)C)O)C(C)(C)C)C1=CC=C(OC(C(=O)OCC)(C)C)C=C1 (ethyl 2-{4-[1-oxo-2-(4-hydroxy-3,5-di-tert-butylphenylthio)ethyl]phenoxy}isobutyrate). Reagents/catalysts: [I-].[K+] (potassium iodide). Solvent: C(C(C)C)C(=O)C (methyl isobutyl ketone). Product: C(C)(=O)C1=CC=C(OC(C(=O)OCC)(C)C)C=C1 (ethyl 2-(4-acetylphenoxy)isobutyrate), liquid. As a reaction SMILES: [O:1]=[C:2]([C:20]1[CH:34]=[CH:33][C:23]([O:24][C:25]([CH3:32])([CH3:31])[C:26]([O:28][CH2:29][CH3:30])=[O:27])=[CH:22][CH:21]=1)[CH2:3]SC1C=C(C(C)(C)C)C(O)=C(C(C)(C)C)C=1.CC(C1C=CC(O)=CC=1)=O.BrC(C)(C)C(OCC)=O.C(=O)([O-])[O-].[K+].[K+]>[I-].[K+].C(C(C)=O)C(C)C>[C:2]([C:20]1[CH:34]=[CH:33][C:23]([O:24][C:25]([CH3:32])([CH3:31])[C:26]([O:28][CH2:29][CH3:30])=[O:27])=[CH:22][CH:21]=1)(=[O:1])[CH3:3] |f:3.4.5,6.7|. Procedure: The ethyl 2-(4-acetylphenoxy)isobutyrate used as starting material was itself prepared as follows: 54.4 g of 4-hydroxyacetophenone, 375 ml of ethyl 2-bromoisobutyrate, 175 g of potassium carbonate, 1.2 liters of methyl isobutyl ketone and 3 g of potassium iodide are introduced into a three-necked flask equipped with a stirrer and a condenser. The whole is heated under reflux for 20 hours, then cooled, filtered and concentrated to dryness. The residue is chromatographed on 4 liters of Amicon sili...